From a dataset of the Open Reaction Database (ORD), a public repository of structured organic reaction records. describe an organic reaction: reactants, conditions, products, and yield Starting materials: COC(=O)C=1C=CC(=NC1)C(=O)O (5-(methoxycarbonyl)pyridine-2-carboxylic acid), N1CCCC1 (pyrrolidine). Yields the product N1(CCCC1)C(=O)C1=NC=C(C(=O)OC)C=C1 (methyl 6-(pyrrolidin-1-ylcarbonyl)nicotinate). The yield is 36.0%. RXN SMILES: [CH3:1][O:2][C:3]([C:5]1[CH:6]=[CH:7][C:8]([C:11]([OH:13])=O)=[N:9][CH:10]=1)=[O:4].[NH:14]1[CH2:18][CH2:17][CH2:16][CH2:15]1>>[N:14]1([C:11]([C:8]2[CH:7]=[CH:6][C:5]([C:3]([O:2][CH3:1])=[O:4])=[CH:10][N:9]=2)=[O:13])[CH2:18][CH2:17][CH2:16][CH2:15]1. Procedure: The title compound was synthesized as described for Intermediate example I-97 in 36% yield starting from 5-(methoxycarbonyl)pyridine-2-carboxylic acid and pyrrolidine. Purification by column chromatography using a gradient of ethyl acetate in heptane; 1H NMR (400 MHz, CD3OD) δ ppm 9.15 (d, 1 H), 8.47 (dd, 1 H), 7.84 (d, 1 H), 3.97 (s, 3 H), 3.61-3.68 (m, 4 H), 1.90-2.03 (m, 4 H); MS (ESI) m/z 235[M+H]+. Starting materials: CCCCCCCCCCCC(CC(=O)[O-])OC(=O)C(Br)CCCCCC, CC(C)(C)[Mg+], [Cl-]. Product: CCCCCCCCCCCC1CC(O)=C(CCCCCC)C(=O)O1. Reaction SMILES: [Br:1][CH:2]([C:3](=[O:4])[O:5][CH:6]([CH2:7][C:8](=[O:9])[O-:10])[CH2:11][CH2:12][CH2:13][CH2:14][CH2:15][CH2:16][CH2:17][CH2:18][CH2:19][CH2:20][CH3:21])[CH2:22][CH2:23][CH2:24][CH2:25][CH2:26][CH3:27].[C:29]([Mg+:30])([CH3:31])([CH3:32])[CH3:33].[Cl-:28]>>[C:2]1([CH2:22][CH2:23][CH2:24][CH2:25][CH2:26][CH3:27])=[C:8]([OH:10])[CH2:7][CH:6]([CH2:11][CH2:12][CH2:13][CH2:14][CH2:15][CH2:16][CH2:17][CH2:18][CH2:19][CH2:20][CH3:21])[O:5][C:3]1=[O:4]. The reactants are O=C(NC1CCCC1)NC(Cc1ccccc1)(c1cc(F)cc(C(F)(F)F)c1)c1ccc(Br)cn1, C1COCCN1, Cc1ccccc1, O=C(C=Cc1ccccc1)C=Cc1ccccc1, O=C(C=Cc1ccccc1)C=Cc1ccccc1, O=C(C=Cc1ccccc1)C=Cc1ccccc1, [Pd], [Pd]. The product is O=C(NC1CCCC1)NC(Cc1ccccc1)(c1cc(F)cc(C(F)(F)F)c1)c1ccc(N2CCOCC2)cn1. As a reaction SMILES: [Br:1][c:2]1[cH:3][cH:4][c:5]([C:8]([CH2:9][c:10]2[cH:11][cH:12][cH:13][cH:14][cH:15]2)([c:16]2[cH:17][c:18]([F:26])[cH:19][c:20]([C:22]([F:23])([F:24])[F:25])[cH:21]2)[NH:27][C:28](=[O:29])[NH:30][CH:31]2[CH2:32][CH2:33][CH2:34][CH2:35]2)[n:6][cH:7]1.[CH2:36]1[CH2:37][O:38][CH2:39][CH2:40][NH:41]1.[CH3:42][c:43]1[cH:44][cH:45][cH:46][cH:47][cH:48]1.[O:51]=[C:52]([CH:53]=[CH:54][c:55]1[cH:56][cH:57][cH:58][cH:59][cH:60]1)[CH:61]=[CH:62][c:63]1[cH:64][cH:65][cH:66][cH:67][cH:68]1.[O:69]=[C:70]([CH:71]=[CH:72][c:73]1[cH:74][cH:75][cH:76][cH:77][cH:78]1)[CH:79]=[CH:80][c:81]1[cH:82][cH:83][cH:84][cH:85][cH:86]1.[O:87]=[C:88]([CH:89]=[CH:90][c:91]1[cH:92][cH:93][cH:94][cH:95][cH:96]1)[CH:97]=[CH:98][c:99]1[cH:100][cH:101][cH:102][cH:103][cH:104]1.[Pd:49].[Pd:50]>>[c:2]1([N:41]2[CH2:36][CH2:37][O:38][CH2:39][CH2:40]2)[cH:3][cH:4][c:5]([C:8]([CH2:9][c:10]2[cH:11][cH:12][cH:13][cH:14][cH:15]2)([c:16]2[cH:17][c:18]([F:26])[cH:19][c:20]([C:22]([F:23])([F:24])[F:25])[cH:21]2)[NH:27][C:28](=[O:29])[NH:30][CH:31]2[CH2:32][CH2:33][CH2:34][CH2:35]2)[n:6][cH:7]1. Starting materials: O1C(C1)COC=1C=C2CCC(NC2=CC1)=O (6-(oxiran-2-ylmethoxy)-3,4-dihydroquinolin-2(1H)-one), C(C)(=O)O (acetic acid), [Br-].[Li+] (lithium bromide). Run in C1CCOC1 (THF). Reaction conditions: time 3 hour. The product is BrCC(COC=1C=C2CCC(NC2=CC1)=O)O (6-(3-bromo-2-hydroxypropoxy)-3,4-dihydroquinolin-2(1H)-one). Isolated yield 10085.3%. Reaction SMILES: [O:1]1[CH2:3][CH:2]1[CH2:4][O:5][C:6]1[CH:7]=[C:8]2[C:13](=[CH:14][CH:15]=1)[NH:12][C:11](=[O:16])[CH2:10][CH2:9]2.C(O)(=O)C.[Br-:21].[Li+]>C1COCC1>[Br:21][CH2:3][CH:2]([OH:1])[CH2:4][O:5][C:6]1[CH:7]=[C:8]2[C:13](=[CH:14][CH:15]=1)[NH:12][C:11](=[O:16])[CH2:10][CH2:9]2 |f:2.3|. Reported procedure: To a stirred solution of 6-(oxiran-2-ylmethoxy)-3,4-dihydroquinolin-2(1H)-one (0.2 g, 0.909 mmol) in dry THF (5 mL) was added acetic acid (0.162 g, 2.272 mmol) and lithium bromide (0.118 g, 1.363 mmol). The reaction mixture was stirred at room temperature for 3 h. The reaction mixture was concentrated to remove solvent and water was added (25 mL). The solid was filtered and dried to give crude 6-(3-bromo-2-hydroxypropoxy)-3,4-dihydroquinolin-2(1H)-one as an off-white solid (0.25 g, 91.675 mmol).... The reactants are BrN1C(CCC1=O)=O (N-bromosuccinimide), C1(=CC=CC=C1)C1=CC2=C(C3=CC=C(C=C3C=C2C=C1)C1=CC=CC=C1)C1=CC2=CC=CC=C2C=C1 (2,6-diphenyl-9-(2-naphthyl)anthracene), O (water). Run in CN(C=O)C (N,N-dimethylformamide), CN(C=O)C (N,N-dimethylformamide). Reaction conditions: temperature 60 celsius, time 6 hour. Yields the product BrC=1C2=CC=C(C=C2C(=C2C=CC(=CC12)C1=CC=CC=C1)C1=CC2=CC=CC=C2C=C1)C1=CC=CC=C1 (9-bromo-2,6-diphenyl-10-(2-naphthyl)anthracene). Isolated yield 80.2%. RXN SMILES: [C:1]1([C:7]2[CH:20]=[CH:19][C:18]3[C:9](=[C:10]([C:27]4[CH:36]=[CH:35][C:34]5[C:29](=[CH:30][CH:31]=[CH:32][CH:33]=5)[CH:28]=4)[C:11]4[C:16]([CH:17]=3)=[CH:15][C:14]([C:21]3[CH:26]=[CH:25][CH:24]=[CH:23][CH:22]=3)=[CH:13][CH:12]=4)[CH:8]=2)[CH:6]=[CH:5][CH:4]=[CH:3][CH:2]=1.[Br:37]N1C(=O)CCC1=O.O>CN(C)C=O>[Br:37][C:17]1[C:18]2[C:9]([C:10]([C:27]3[CH:36]=[CH:35][C:34]4[C:29](=[CH:30][CH:31]=[CH:32][CH:33]=4)[CH:28]=3)=[C:11]3[C:16]=1[CH:15]=[C:14]([C:21]1[CH:26]=[CH:25][CH:24]=[CH:23][CH:22]=1)[CH:13]=[CH:12]3)=[CH:8][C:7]([C:1]1[CH:2]=[CH:3][CH:4]=[CH:5][CH:6]=1)=[CH:20][CH:19]=2. Reported procedure: First, 9.09 g of 2,6-diphenyl-9-(2-naphthyl)anthracene were dissolved in 100 mL of N,N-dimethylformamide under heat, and then a solution of 3.91 g of N-bromosuccinimide in 10 mL of N,N-dimethylformamide was added to the solution. The mixture was stirred at 60° C. for 6 hours under heat. After having been cooled to room temperature, the reaction solution was poured into 500 mL of water. The resultant solid was sequentially washed with methanol, water, and methanol. After that, the solid was repea... Starting materials: COCC(C)O, CN(c1ccccc1-c1ccc2cnc(S(C)=O)nn12)S(C)(=O)=O, CCN(C(C)C)C(C)C, Nc1cccnc1. Product: CN(c1ccccc1-c1ccc2cnc(Nc3cccnc3)nn12)S(C)(=O)=O. RXN SMILES: [CH3:32][O:33][CH2:34][CH:35]([OH:36])[CH3:37].[CH3:8][S:9](=[O:10])[c:11]1[n:12][n:13]2[c:14]([cH:15][n:16]1)[cH:17][cH:18][c:19]2-[c:20]1[c:21]([N:26]([S:27](=[O:28])(=[O:29])[CH3:30])[CH3:31])[cH:22][cH:23][cH:24][cH:25]1.[CH:38]([N:39]([CH2:40][CH3:41])[CH:42]([CH3:43])[CH3:44])([CH3:45])[CH3:46].[NH2:1][c:2]1[cH:3][n:4][cH:5][cH:6][cH:7]1>>[NH:1]([c:2]1[cH:3][n:4][cH:5][cH:6][cH:7]1)[c:11]1[n:12][n:13]2[c:14]([cH:15][n:16]1)[cH:17][cH:18][c:19]2-[c:20]1[c:21]([N:26]([S:27](=[O:28])(=[O:29])[CH3:30])[CH3:31])[cH:22][cH:23][cH:24][cH:25]1. The reactants are C([O-])([O-])=O.[K+].[K+] (potassium carbonate), C(#N)C=1C=C(C=CC1)B(O)O (3-cyanophenylboronic acid), C(#N)[C@H](CC1=CC=C(C=C1)I)NC(OC(C)(C)C)=O ((S)-tert-butyl 1-cyano-2-(4-iodophenyl)ethylcarbamate), bis[bis(1,2-diphenylphosphino)-ethane]palladium (0). Solvent: O (water), O (water), O1CCOCC1 (dioxane), [Cl-].[Na+].O (brine). Run at temperature 75 celsius, time 3 hour. The product is C(#N)[C@H](CC1=CC=C(C=C1)C1=CC(=CC=C1)C#N)NC(OC(C)(C)C)=O ((S)-tert-butyl 1-cyano-2-(3′-cyanobiphenyl-4-yl)ethylcarbamate). The yield is 90.2%. RXN SMILES: [C:1]([C:3]1[CH:4]=[C:5](B(O)O)[CH:6]=[CH:7][CH:8]=1)#[N:2].[C:12]([C@@H:14]([NH:23][C:24](=[O:30])[O:25][C:26]([CH3:29])([CH3:28])[CH3:27])[CH2:15][C:16]1[CH:21]=[CH:20][C:19](I)=[CH:18][CH:17]=1)#[N:13].C(=O)([O-])[O-].[K+].[K+]>O1CCOCC1.O.[Cl-].[Na+].O>[C:12]([C@@H:14]([NH:23][C:24](=[O:30])[O:25][C:26]([CH3:28])([CH3:27])[CH3:29])[CH2:15][C:16]1[CH:21]=[CH:20][C:19]([C:5]2[CH:6]=[CH:7][CH:8]=[C:3]([C:1]#[N:2])[CH:4]=2)=[CH:18][CH:17]=1)#[N:13] |f:2.3.4,7.8.9|. Procedure: A solution of 3-cyanophenylboronic acid (4.74 g), (S)-tert-butyl 1-cyano-2-(4-iodophenyl)ethylcarbamate (10 g) and bis[bis(1,2-diphenylphosphino)-ethane]palladium (0) (0.243 g) in dioxane (100 mL) under nitrogen, was stirred for 10 min. A solution of potassium carbonate (7.43 g) in water (30 mL) was added and the resulting solution was stirred at 75° C. for 3 h. The cooled mixture was poured into water containing brine and extracted with ethyl acetate (3×150 mL). The combined organics were washe... Starting materials: Cl.BrC=1SC(=CN1)CN (2-bromo-5-aminomethyl-thiazole hydrochloride), ClC1=C(C=CC=C1)S(=O)(=O)Cl (2-chlorobenzenesulfonylchloride), C(C)(C)N(C(C)C)CC (N,N-diisopropyl ethyl amine). Run in ClCCl (dichloromethane). The product is BrC=1SC(=CN1)CNS(=O)(=O)C1=C(C=CC=C1)Cl (N-(2-bromo-thiazol-5-ylmethyl)-2-chloro-benzenesulfonamide). As a reaction SMILES: Cl.[Br:2][C:3]1[S:4][C:5]([CH2:8][NH2:9])=[CH:6][N:7]=1.[Cl:10][C:11]1[CH:16]=[CH:15][CH:14]=[CH:13][C:12]=1[S:17](Cl)(=[O:19])=[O:18].C(N(CC)C(C)C)(C)C>ClCCl>[Br:2][C:3]1[S:4][C:5]([CH2:8][NH:9][S:17]([C:12]2[CH:13]=[CH:14][CH:15]=[CH:16][C:11]=2[Cl:10])(=[O:19])=[O:18])=[CH:6][N:7]=1 |f:0.1|. Procedure: In analogy to example 1, step 1, 2-bromo-5-aminomethyl-thiazole hydrochloride was reacted with 2-chlorobenzenesulfonylchloride and N,N-diisopropyl ethyl amine in dichloromethane to give N-(2-bromo-thiazol-5-ylmethyl)-2-chloro-benzenesulfonamide as an off-white solid. MS: 367.0 ([M+H]+) The reactants are C(C)(C)[C@H]1[C@@H](C[C@@H](CC1)C)C(=O)N ((1R,2S,5R)-2-isopropyl-5-methylcyclohexanecarboxamide), C(#N)CC1=CC=C(C=C1)I (4-(cyanomethyl)phenyl iodide), P(=O)([O-])([O-])[O-].[K+].[K+].[K+] (potassium phosphate), O (water), CNCCNC (N,N′-dimethylethylene diamine). The reagents and catalysts are [Cu]I (copper (I) iodide). Run in C1(=CC=CC=C1)C (toluene). Run at temperature 100 celsius, time 21 hour. Yields the product C(#N)CC1=CC=C(C=C1)NC(=O)[C@H]1[C@@H](CC[C@H](C1)C)C(C)C (N-[4-(cyanomethyl)phenyl]-(1R,2S,5R)-2-isopropyl-5-methylcyclohexanecarboxamide). Reaction SMILES: [CH:1]([C@@H:4]1[CH2:9][CH2:8][C@@H:7]([CH3:10])[CH2:6][C@H:5]1[C:11]([NH2:13])=[O:12])([CH3:3])[CH3:2].[C:14]([CH2:16][C:17]1[CH:22]=[CH:21][C:20](I)=[CH:19][CH:18]=1)#[N:15].P([O-])([O-])([O-])=O.[K+].[K+].[K+].O.CNCCNC>[Cu]I.C1(C)C=CC=CC=1>[C:14]([CH2:16][C:17]1[CH:22]=[CH:21][C:20]([NH:13][C:11]([C@@H:5]2[CH2:6][C@H:7]([CH3:10])[CH2:8][CH2:9][C@H:4]2[CH:1]([CH3:2])[CH3:3])=[O:12])=[CH:19][CH:18]=1)#[N:15] |f:2.3.4.5|. Procedure details: A 250 mL 3-neck flask was fitted with a condenser and a nitrogen inlet was charged with 10.00 g (0.0546 mol) of (1R,2S,5R)-2-isopropyl-5-methylcyclohexanecarboxamide, 0.522 g (0.0027 mol) copper (I) iodide, 13.26 g (0.0546 mol) of 4-(cyanomethyl)phenyl iodide, 23.18 g (0.109 mol) of potassium phosphate. The system was purged with nitrogen and a magnetic stir bar was added. After the addition of 170 mL of toluene, 3.42 g (0.190 mol) of water and 0.964 g (0.0109 mol) of N,N′-dimethylethylene diami...